describe an organic reaction: reactants, conditions, products, and yield From a dataset of the Open Reaction Database (ORD), a public repository of structured organic reaction records. The reactants are C(C)OC=1C(=NS(N1)(=O)=O)N[C@H]1[C@@H](C(OC2=CC=C(C=C12)OC(F)(F)F)(C)C)O ((-)-(3S, 4R)-4-(4-Ethoxy-1,1-dioxo-[1,2,5]thiadiazol-3-ylamino)-2,2-dimethyl-6-trifluoromethoxy-chroman-3-ol), FC(C1=CC=C(CN)C=C1)(F)F (4-(trifluoromethyl)benzylamine). Product: O=S1(N=C(C(=N1)NCC1=CC=C(C=C1)C(F)(F)F)N[C@H]1[C@@H](C(OC2=CC=C(C=C12)OC(F)(F)F)(C)C)O)=O ((-)-(3S,4R)-4-[1,1-Dioxo-4-(4-trifluoromethylbenzylamino)-[1,2,5]-thiadiazol-3-ylamino]-2,2-dimethyl-6-trifluoromethoxy-chroman-3-ol). Reaction SMILES: C(O[C:4]1[C:5]([NH:11][C@@H:12]2[C:21]3[C:16](=[CH:17][CH:18]=[C:19]([O:22][C:23]([F:26])([F:25])[F:24])[CH:20]=3)[O:15][C:14]([CH3:28])([CH3:27])[C@H:13]2[OH:29])=[N:6][S:7](=[O:10])(=[O:9])[N:8]=1)C.[F:30][C:31]([F:41])([F:40])[C:32]1[CH:39]=[CH:38][C:35]([CH2:36][NH2:37])=[CH:34][CH:33]=1>>[O:10]=[S:7]1(=[O:9])[N:8]=[C:4]([NH:37][CH2:36][C:35]2[CH:34]=[CH:33][C:32]([C:31]([F:30])([F:40])[F:41])=[CH:39][CH:38]=2)[C:5]([NH:11][C@@H:12]2[C:21]3[C:16](=[CH:17][CH:18]=[C:19]([O:22][C:23]([F:25])([F:26])[F:24])[CH:20]=3)[O:15][C:14]([CH3:27])([CH3:28])[C@H:13]2[OH:29])=[N:6]1. Procedure: In a method similar to Example 5, the product of Example 1, Step 2 (0.250 g, 0.572 mmol) was converted to the title compound with 4-(trifluoromethyl)benzylamine (0.09 mL, 0.629 mmol) to afford 0.25 g (77%) of product as a white solid: mp 283°-284° C.; 1H NMR (DMSO-D6): δ 8.94 (d, 1H), 8.92 (t, 1H), 7.78 (d, 2H), 7.64 (d, 2H), 7.32 (d, 1H), 7.21 (dd, 1H), 6.90 (d, 1H), 6.00 (d, 1H), 4.80 (t, 1H), 4.62 (d, 2H), 3.62 (m, 1H), 1.40 (s, 3H), 1.20 (s, 3H); IR (KBr) 3300, 1610 cm-1 ; MS (m/z) 567 (MH+,... Yields the product CC(O)CCCC(O)C=CC1C(O)CC(Cl)C1CCCc1ccc(C(=O)O)s1. As a reaction SMILES: [CH2:33]1[O:34][CH2:35][CH2:36][CH2:37]1.[Cl:1][CH:2]1[CH2:3][CH:4]([OH:29])[CH:5]([CH:19]=[CH:20][CH:21]([CH2:22][CH2:23][CH2:24][CH:25]([CH3:26])[OH:27])[OH:28])[CH:6]1[CH2:7][CH2:8][CH2:9][c:10]1[cH:11][cH:12][c:13]([C:15](=[O:16])[O:17][CH3:18])[s:14]1.[ClH:32].[Li+:30].[OH-:31]>>[Cl:1][CH:2]1[CH2:3][CH:4]([OH:29])[CH:5]([CH:19]=[CH:20][CH:21]([CH2:22][CH2:23][CH2:24][CH:25]([CH3:26])[OH:27])[OH:28])[CH:6]1[CH2:7][CH2:8][CH2:9][c:10]1[cH:11][cH:12][c:13]([C:15](=[O:16])[OH:17])[s:14]1. Reactants: C1CCOC1, COC(=O)c1ccc(CCCC2C(Cl)CC(O)C2C=CC(O)CCCC(C)O)s1, Cl, [Li+], [OH-]. Reactants: C(CCCC)N1N=C(C(NC1=O)OC)C1=CC=C(C=C1)Cl (2-pentyl-5-methoxy-6-(4-chlorophenyl)-4,5-dihydro-1,2,4-triazin-3-one). The solvent is C1(=CC=CC=C1)C (toluene). Yields the product C(CCCC)N1N=C(C=NC1=O)C1=CC=C(C=C1)Cl (2-pentyl-6-(4-chlorophenyl)-1,2,4-triazin-3-one). As a reaction SMILES: [CH2:1]([N:6]1[C:11](=[O:12])[NH:10][CH:9](OC)[C:8]([C:15]2[CH:20]=[CH:19][C:18]([Cl:21])=[CH:17][CH:16]=2)=[N:7]1)[CH2:2][CH2:3][CH2:4][CH3:5]>C1(C)C=CC=CC=1>[CH2:1]([N:6]1[C:11](=[O:12])[N:10]=[CH:9][C:8]([C:15]2[CH:16]=[CH:17][C:18]([Cl:21])=[CH:19][CH:20]=2)=[N:7]1)[CH2:2][CH2:3][CH2:4][CH3:5]. Procedure details: A 0.5 g sample of 2-pentyl-5-methoxy-6-(4-chlorophenyl)-4,5-dihydro-1,2,4-triazin-3-one was dissolved in toluene. The toluene was removed from the product by distillation at atmospheric pressure to give 0.28 g of 2-pentyl-6-(4-chlorophenyl)-1,2,4-triazin-3-one (Compound 2). Starting materials: OC1CN(CCC1C1=CC=C(C=C1)O)C(=O)OC(C)(C)C (tert-butyl 3-hydroxy-4-(4-hydroxyphenyl)piperidine-1-carboxylate), BrCCCOC1=CC(=CC=C1)F (1-(3-bromopropoxy)-3-fluorobenzene). Product: FC=1C=C(OCCCOC2=CC=C(C=C2)C2C(CN(CC2)C(=O)OC(C)(C)C)O)C=CC1 (tert-Butyl 4-{4-[3-(3-fluorophenoxy)propoxy]phenyl}-3-hydroxypiperidine-1-carboxylate). RXN SMILES: [OH:1][CH:2]1[CH:7]([C:8]2[CH:13]=[CH:12][C:11]([OH:14])=[CH:10][CH:9]=2)[CH2:6][CH2:5][N:4]([C:15]([O:17][C:18]([CH3:21])([CH3:20])[CH3:19])=[O:16])[CH2:3]1.Br[CH2:23][CH2:24][CH2:25][O:26][C:27]1[CH:32]=[CH:31][CH:30]=[C:29]([F:33])[CH:28]=1>>[F:33][C:29]1[CH:28]=[C:27]([CH:32]=[CH:31][CH:30]=1)[O:26][CH2:25][CH2:24][CH2:23][O:14][C:11]1[CH:10]=[CH:9][C:8]([CH:7]2[CH2:6][CH2:5][N:4]([C:15]([O:17][C:18]([CH3:21])([CH3:20])[CH3:19])=[O:16])[CH2:3][CH:2]2[OH:1])=[CH:13][CH:12]=1. Procedure: Analogously to Method I, 0.750 g of tert-butyl 3-hydroxy-4-(4-hydroxyphenyl)piperidine-1-carboxylate and 0.723 g of 1-(3-bromopropoxy)-3-fluorobenzene are reacted. The title compound is obtained as a slightly yellowish oil. Rf=0.30 (1:2 EtOAc-heptane); Rt=5.29. Starting materials: ClC1=CC(=CC=C1)C(=O)OO (m-Chloroperbenzoic acid), BrCCCCCCOCCC1=NC=CC=C1 (2-[2-[(6-bromohexyl)oxy]ethyl]pyridine). The solvent is ClCCl (dichloromethane). Reaction conditions: time 8 hour. Yields the product BrCCCCCCOCCC1=[N+](C=CC=C1)[O-] (2-[2-[(6-Bromohexyl)oxy]ethyl]pyridine N-oxide). Yield: 92.8%. As a reaction SMILES: ClC1C=CC=C(C(OO)=[O:9])C=1.[Br:12][CH2:13][CH2:14][CH2:15][CH2:16][CH2:17][CH2:18][O:19][CH2:20][CH2:21][C:22]1[CH:27]=[CH:26][CH:25]=[CH:24][N:23]=1>ClCCl>[Br:12][CH2:13][CH2:14][CH2:15][CH2:16][CH2:17][CH2:18][O:19][CH2:20][CH2:21][C:22]1[CH:27]=[CH:26][CH:25]=[CH:24][N+:23]=1[O-:9]. Reported procedure: m-Chloroperbenzoic acid (1.13 g) was added in one portion to a solution of 2-[2-[(6-bromohexyl)oxy]ethyl]pyridine (1.0 g) in dichloromethane (50 ml). The solution was stirred at room temperature overnight. The mixture was quenched with 10% w/v sodium sulphite solution (50 ml) and the organic layer washed with 8% sodium bicarbonate solution (50 ml). The organic layer was dried and evaporated to leave the title compound as a pale yellow oil (980 mg) used without further purification. A portion (10... Reactants: FC(C(=O)O)(F)F (trifluoroacetic acid), C(C1=CC=CC=C1)OC=1C=C(C=CC1OC)C=1OC=C(N1)CCC(=O)C1=C(C=CC=C1)OCOC (3-[2-(3-benzyloxy-4-methoxyphenyl)oxazol-4-yl]-1-(2-methoxymethoxy phenyl)propan-1-one), C([O-])(O)=O.[Na+] (sodium bicarbonate). Run in C(C)(=O)OCC (ethyl acetate). Run at time 1 hour. Product: C(C1=CC=CC=C1)OC=1C=C(C=CC1OC)C=1OC=C(N1)CCC(=O)C1=C(C=CC=C1)O (3-[2-(3-benzyloxy-4-methoxyphenyl)oxazol-4-yl]-1-(2-hydroxyphenyl)propan-1-one). Yield: 52.9%. As a reaction SMILES: FC(F)(F)C(O)=O.[CH2:8]([O:15][C:16]1[CH:17]=[C:18]([C:24]2[O:25][CH:26]=[C:27]([CH2:29][CH2:30][C:31]([C:33]3[CH:38]=[CH:37][CH:36]=[CH:35][C:34]=3[O:39]COC)=[O:32])[N:28]=2)[CH:19]=[CH:20][C:21]=1[O:22][CH3:23])[C:9]1[CH:14]=[CH:13][CH:12]=[CH:11][CH:10]=1.C(=O)(O)[O-].[Na+]>C(OCC)(=O)C>[CH2:8]([O:15][C:16]1[CH:17]=[C:18]([C:24]2[O:25][CH:26]=[C:27]([CH2:29][CH2:30][C:31]([C:33]3[CH:38]=[CH:37][CH:36]=[CH:35][C:34]=3[OH:39])=[O:32])[N:28]=2)[CH:19]=[CH:20][C:21]=1[O:22][CH3:23])[C:9]1[CH:14]=[CH:13][CH:12]=[CH:11][CH:10]=1 |f:2.3|. Reported procedure: A 60 ml quantity of trifluoroacetic acid was stirred with ice cooling, 12.3 g of the compound obtained in Example 231 was added thereto, and stirring was conducted for one hour. At the completion of the reaction, the reaction mixture was neutralized by addition of an aqueous saturated sodium bicarbonate solution, and ethyl acetate was added to the obtained mixture. The organic layer was washed twice with water, separated, concentrated under reduced pressure, and the obtained crude crystals were ... Starting materials: BrC=1C(=NC(=NC1)SC)N[C@@H]1CN(CCC1)S(=O)(=O)CC(C)C ((5-bromo-2-methylsulfanyl-pyrimidin-4-yl)-[(S)-1-(2-methyl-propane-1-sulfonyl)-piperidin-3-yl]-amine), C[Si](CCOCN1C=CC=2C1=NC=C(N2)[Sn](C)(C)C)(C)C (5-(2-trimethylsilanyl-ethoxymethyl)-2-trimethylstannanyl-5H-pyrrolo[2,3-b]pyrazine). The product is CC(CS(=O)(=O)N1C[C@H](CCC1)NC1=NC=NC=C1C=1N=C2C(=NC1)NC=C2)C ([(S)-1-(2-methyl-propane-1-sulfonyl)-piperidin-3-yl]-[5-(5H-pyrrolo[2,3-b]pyrazin-2-yl)-pyrimidin-4-yl]-amine). RXN SMILES: Br[C:2]1[C:3]([NH:10][C@H:11]2[CH2:16][CH2:15][CH2:14][N:13]([S:17]([CH2:20][CH:21]([CH3:23])[CH3:22])(=[O:19])=[O:18])[CH2:12]2)=[N:4][C:5](SC)=[N:6][CH:7]=1.C[Si](C)(C)CCOC[N:30]1[C:34]2=[N:35][CH:36]=[C:37]([Sn](C)(C)C)[N:38]=[C:33]2[CH:32]=[CH:31]1>>[CH3:22][CH:21]([CH3:23])[CH2:20][S:17]([N:13]1[CH2:14][CH2:15][CH2:16][C@H:11]([NH:10][C:3]2[C:2]([C:37]3[N:38]=[C:33]4[CH:32]=[CH:31][NH:30][C:34]4=[N:35][CH:36]=3)=[CH:7][N:6]=[CH:5][N:4]=2)[CH2:12]1)(=[O:19])=[O:18]. Procedure: Starting with (5-bromo-2-methylsulfanyl-pyrimidin-4-yl)-[(S)-1-(2-methyl-propane-1-sulfonyl)-piperidin-3-yl]-amine from above and 5-(2-trimethylsilanyl-ethoxymethyl)-2-trimethylstannanyl-5H-pyrrolo[2,3-b]pyrazine described in step 3 of Example 76, and using similar synthetic procedures of steps 4-5 described herein from Example 76, gave [(S)-1-(2-methyl-propane-1-sulfonyl)-piperidin-3-yl]-[5-(5H-pyrrolo[2,3-b]pyrazin-2-yl)-pyrimidin-4-yl]-amine. MS (ES+): 416. Solvent: C1=CC=CC=C1 (benzene), C1=CC=CC=C1 (benzene). Procedure details: A solution of oxalyl chloride (2.57 ml., 0.03 mole) in benzene (15 ml.) was added dropwise to a refluxing suspension of potassium 5-methylthio-1,3,4-oxadiazole-5-carboxylate (3.96 g., 0.02 mole) in benzene (50 ml.). After the addition, the mixture was stirred at reflux for one hour. Filtration and evaporation left the acid chloride; distillation gave 1.86 g. (52%); B.P. 65°-69° C. at 0.05 mm. of mercury. Starting materials: C(C(=O)Cl)(=O)Cl (oxalyl chloride), CSC1(N=NCO1)C(=O)[O-].[K+] (potassium 5-methylthio-1,3,4-oxadiazole-5-carboxylate). The reagents and catalysts are [Hg] (mercury). Reaction SMILES: [C:1]([Cl:6])(=[O:5])[C:2](Cl)=[O:3].[CH3:7][S:8][C:9]1(C([O-])=O)OC[N:11]=[N:10]1.[K+]>C1C=CC=CC=1.[Hg]>[CH3:7][S:8][C:9]1[O:3][C:2]([C:1]([Cl:6])=[O:5])=[N:11][N:10]=1 |f:1.2|. Product: CSC1=NN=C(O1)C(=O)Cl (5-methylthio-1,3,4-oxadiazole-2-carbonyl chloride). The reactants are O=C([O-])[O-], CCCCCC=CCC=CCCCCCCCCO, CCOC(C)=O, ClCCl, [Na+], [Na+], O=[Cr](=O)([O-])Cl, c1cc[nH+]cc1. The product is CCCCCC=CCC=CCCCCCCCC=O. As a reaction SMILES: [C:31](=[O:32])([O-:33])[O-:34].[CH2:1]([CH2:2][CH2:3][CH2:4][CH2:5][CH2:6][CH2:7][CH2:8][CH:9]=[CH:10][CH2:11][CH:12]=[CH:13][CH2:14][CH2:15][CH2:16][CH2:17][CH3:18])[OH:19].[CH3:40][CH2:41][O:42][C:43]([CH3:44])=[O:45].[Cl:37][CH2:38][Cl:39].[Na+:35].[Na+:36].[O:20]=[Cr:21]([Cl:22])([O-:23])=[O:24].[nH+:25]1[cH:26][cH:27][cH:28][cH:29][cH:30]1>>[CH:1]([CH2:2][CH2:3][CH2:4][CH2:5][CH2:6][CH2:7][CH2:8][CH:9]=[CH:10][CH2:11][CH:12]=[CH:13][CH2:14][CH2:15][CH2:16][CH2:17][CH3:18])=[O:19]. The reactants are FC1=C(C#N)C(=CC=C1)OC (2-fluoro-6-(methyloxy)benzonitrile), O.NN (hydrazine hydrate), C(CCC)O (n-butanol), O (water). Yields the product COC1=C2C(=NNC2=CC=C1)N (4-(Methyloxy)-1H-indazol-3-amine). Reaction SMILES: F[C:2]1[CH:9]=[CH:8][CH:7]=[C:6](OC)[C:3]=1[C:4]#[N:5].[OH2:12].[NH2:13][NH2:14].O.[CH2:16](O)CCC>>[CH3:16][O:12][C:2]1[CH:9]=[CH:8][CH:7]=[C:6]2[C:3]=1[C:4]([NH2:5])=[N:13][NH:14]2 |f:1.2|. Reported procedure: A mixture of 2-fluoro-6-(methyloxy)benzonitrile (available from Apollo) (10 g, 66 mmol) and hydrazine hydrate (9.63 mL, 198 mmol) in n-butanol (100 mL) was heated at reflux under nitrogen for 18 hours. The reaction mixture was allowed to cool, water (300 mL) was added, and the organic phase was removed. The solid in the aqueous phase was collected by filtration and dried in vacuo at 40° C. to give a white solid (0.6 g). The butanol phase was evaporated in vacuo, and the residue and the aqueous m...